Task: describe an organic reaction: reactants, conditions, products, and yield. Dataset: the Open Reaction Database (ORD), a public repository of structured organic reaction records The reactants are CN1C(N(C(C(=C1NCCCN1CCN(CC1)C1=C(C=C(C=C1)[N+](=O)[O-])OC)C)=O)C)=O (1,3,5-trimethyl-6-[(3-[4-(2-methoxy-4-nitrophenyl)-1-piperazinyl]propyl)amino]-2,4(1H,3H)-pyrimidinedione), product. The reagents and catalysts are O.NN.[Ni] (hydrazine hydrate Raney-Nickel). Run in C(C)O.O (ethanol water). Yields the product CN1C(N(C(C(=C1NCCCN1CCN(CC1)C1=C(C=C(C=C1)N)OC)C)=O)C)=O (1,3,5-Trimethyl-6-[[3-[4-(4-amino-2-methoxyphenyl)-1-piperazinyl]propyl]amino]-2,4(1H,3H)-pyrimidinedione). RXN SMILES: [CH3:1][N:2]1[C:7]([NH:8][CH2:9][CH2:10][CH2:11][N:12]2[CH2:17][CH2:16][N:15]([C:18]3[CH:23]=[CH:22][C:21]([N+:24]([O-])=O)=[CH:20][C:19]=3[O:27][CH3:28])[CH2:14][CH2:13]2)=[C:6]([CH3:29])[C:5](=[O:30])[N:4]([CH3:31])[C:3]1=[O:32]>C(O)C.O.O.NN.[Ni]>[CH3:1][N:2]1[C:7]([NH:8][CH2:9][CH2:10][CH2:11][N:12]2[CH2:13][CH2:14][N:15]([C:18]3[CH:23]=[CH:22][C:21]([NH2:24])=[CH:20][C:19]=3[O:27][CH3:28])[CH2:16][CH2:17]2)=[C:6]([CH3:29])[C:5](=[O:30])[N:4]([CH3:31])[C:3]1=[O:32] |f:1.2,3.4.5|. Reported procedure: 50 mmol of 1,3,5-trimethyl-6-[(3-[4-(2-methoxy-4-nitrophenyl)-1-piperazinyl]propyl)amino]-2,4(1H,3H)-pyrimidinedione are reduced using hydrazine hydrate/Raney-Nickel in ethanol/water according to a known method. After purification by column chromatography and recrystallization from ethyl acetate, 73% of the title compound of m.p. 146-148° C. is obtained. The starting substance is the product of Example 14.